From a dataset of the Open Reaction Database (ORD), a public repository of structured organic reaction records. describe an organic reaction: reactants, conditions, products, and yield Reactants: [I-].C[N+](C)(C)CCC(=O)C1=CC(=C(C(=C1)OC)OC)OC (3-(N,N,N-trimethylammonio)-1-(3,4,5-trimethoxyphenyl)propan-1-one iodide). Solvent: O (water), C(C)(=O)OCC (ethyl acetate). Conditions: time 2.5 hour. Product: COC=1C=C(C=C(C1OC)OC)C(C=C)=O (1-(3,4,5-trimethoxyphenyl)prop-2-en-1-one). RXN SMILES: [I-].C[N+]([CH2:6][CH2:7][C:8]([C:10]1[CH:15]=[C:14]([O:16][CH3:17])[C:13]([O:18][CH3:19])=[C:12]([O:20][CH3:21])[CH:11]=1)=[O:9])(C)C>O.C(OCC)(=O)C>[CH3:21][O:20][C:12]1[CH:11]=[C:10]([C:8](=[O:9])[CH:7]=[CH2:6])[CH:15]=[C:14]([O:16][CH3:17])[C:13]=1[O:18][CH3:19] |f:0.1|. Reported procedure: The above iodide (355.9 g, 0.87 mol) was suspended in a mixture of water (3.56 L) and ethyl acetate (2.54 L) and heated under reflux with rapid stirring for 2-3 hours. The mixture was cooled and the pale yellow organic layer was removed. Fresh ethyl acetate (2 L) was added and the mixture was again heated under reflux for 1 hour and the process was repeated once again. The organic extracts were combined, washed with brine, dried (MgSO4), and evaporated to a yellow oil which was crystallized from... The reactants are COC(=O)C1=CC2=C(S1)C=C(C=C2)NC(CCl)=O (6-(2-chloro-acetylamino)-benzo[b]thiophene-2-carboxylic acid methyl ester), amine, CN(C)C=O (DMF), NO (NH2OH). Run at temperature 50 celsius, time 24 hour. Product: ONC(=O)C1=CC2=C(S1)C=C(C=C2)NC(CN2CCN(CC2)C2=CC=CC=C2)=O (6-[2-(4-Phenyl-piperazin-1-yl)-acetylamino]-benzo[b]thiophene-2-carboxylic acid hydroxyamide). Reaction SMILES: CO[C:3]([C:5]1[S:9][C:8]2[CH:10]=[C:11]([NH:14][C:15](=[O:18])[CH2:16]Cl)[CH:12]=[CH:13][C:7]=2[CH:6]=1)=[O:4].[NH2:19][OH:20].[CH3:21][N:22]([CH:24]=O)[CH3:23]>>[OH:20][NH:19][C:3]([C:5]1[S:9][C:8]2[CH:10]=[C:11]([NH:14][C:15](=[O:18])[CH2:16][N:14]3[CH2:15][CH2:24][N:22]([C:23]4[CH:8]=[CH:7][CH:6]=[CH:5][CH:3]=4)[CH2:21][CH2:11]3)[CH:12]=[CH:13][C:7]=2[CH:6]=1)=[O:4]. Procedure: To a solution of 6-(2-chloro-acetylamino)-benzo[b]thiophene-2-carboxylic acid methyl ester (75 mg, 0.26 mmol) in DMF (2 mL) was added amine (85.8 mg, 0.52 mmol). The reaction mixture was heated to 50° C. After 24 h, NH2OH (50% aq., 1 mL) was added to the solution. The solution was stirred until the disappearance of starting material. After removal of solvent, MeOH/H2O was added until a precipitate forms. The solid was filtered yielding the desired amide. 1H NMR (DMSO-d6) δ 11.32 (br s, 1H), 9.97... The reagents and catalysts are C=1C=CC(=CC1)[P](C=2C=CC=CC2)(C=3C=CC=CC3)[Pd]([P](C=4C=CC=CC4)(C=5C=CC=CC5)C=6C=CC=CC6)([P](C=7C=CC=CC7)(C=8C=CC=CC8)C=9C=CC=CC9)[P](C=1C=CC=CC1)(C=1C=CC=CC1)C=1C=CC=CC1 (Pd (PPh3)4). Starting materials: ClC1=CC2=NC=CN=C2C(=N1)NC[C@H]1OCCN(C1)C(C(F)F)=O ((R)-1-(2-((7-chloropyrido[4,3-b]pyrazin-5-ylamino)methyl)morpholino)-2,2-difluoroethanone), C(=O)([O-])[O-].[Cs+].[Cs+] (Cs2CO3), CN1CCN(CC1)C1=CC=C(C=C1)B1OC(C(O1)(C)C)(C)C (1-methyl-4-(4-(4,4,5,5-tetramethyl-1,3,2-dioxaborolan-2-yl)phenyl)piperazine). Conditions: temperature 110 celsius, time 24 hour. Reaction SMILES: Cl[C:2]1[N:11]=[C:10]([NH:12][CH2:13][C@@H:14]2[CH2:19][N:18]([C:20](=[O:24])[CH:21]([F:23])[F:22])[CH2:17][CH2:16][O:15]2)[C:9]2[C:4](=[N:5][CH:6]=[CH:7][N:8]=2)[CH:3]=1.C([O-])([O-])=O.[Cs+].[Cs+].[CH3:31][N:32]1[CH2:37][CH2:36][N:35]([C:38]2[CH:43]=[CH:42][C:41](B3OC(C)(C)C(C)(C)O3)=[CH:40][CH:39]=2)[CH2:34][CH2:33]1>O1CCOCC1.O.C1C=CC([P]([Pd]([P](C2C=CC=CC=2)(C2C=CC=CC=2)C2C=CC=CC=2)([P](C2C=CC=CC=2)(C2C=CC=CC=2)C2C=CC=CC=2)[P](C2C=CC=CC=2)(C2C=CC=CC=2)C2C=CC=CC=2)(C2C=CC=CC=2)C2C=CC=CC=2)=CC=1>[F:22][CH:21]([F:23])[C:20]([N:18]1[CH2:17][CH2:16][O:15][C@H:14]([CH2:13][NH:12][C:10]2[C:9]3[C:4](=[N:5][CH:6]=[CH:7][N:8]=3)[CH:3]=[C:2]([C:41]3[CH:40]=[CH:39][C:38]([N:35]4[CH2:36][CH2:37][N:32]([CH3:31])[CH2:33][CH2:34]4)=[CH:43][CH:42]=3)[N:11]=2)[CH2:19]1)=[O:24] |f:1.2.3,5.6,^1:63,65,84,103|. Run in O1CCOCC1.O (dioxane H2O). Yields the product FC(C(=O)N1C[C@H](OCC1)CNC1=NC(=CC2=NC=CN=C21)C2=CC=C(C=C2)N2CCN(CC2)C)F ((R)-2,2-difluoro-1-(2-((7-(4-(4-methylpiperazin-1-yl)phenyl)pyrido[4,3-b]pyrazin-5-ylamino)methyl)morpholino)ethanone). Procedure: To a solution of (R)-1-(2-((7-chloropyrido[4,3-b]pyrazin-5-ylamino)methyl)morpholino)-2,2-difluoroethanone (72 mg, 0.2 mmol) in dioxane/H2O (5 mL/0.5 mL) was added Cs2CO3 (98 mg, 0.3 mmol), Pd (PPh3)4 (46.2 mg, 0.04 mmol) and 1-methyl-4-(4-(4,4,5,5-tetramethyl-1,3,2-dioxaborolan-2-yl)phenyl)piperazine (72.5 mg, 0.24 mmol). The mixture was stirred at 110° C. for 24 hours under N2. The reaction was filtered, concentrated and purified on column (CH2Cl2:MeOH=20:1) to give yellow solid. MS (m/z): 498... Reactants: CCO, ClCCl, Cl, Nc1cc(C2CCC3(CC2)OCCO3)nc2ccnn12, C1COCCO1, O. Product: Nc1cc(C2CCC(=O)CC2)nc2ccnn12. Reaction SMILES: [CH3:21][CH2:22][OH:23].[Cl:26][CH2:27][Cl:28].[ClH:25].[O:1]1[CH2:3][CH2:2][O:4][C:5]12[CH2:6][CH2:7][CH:8]([c:11]1[n:12][c:13]3[n:14]([c:15]([NH2:17])[cH:16]1)[n:18][cH:19][cH:20]3)[CH2:9][CH2:10]2.[O:29]1[CH2:30][CH2:31][O:32][CH2:33][CH2:34]1.[OH2:24]>>[O:4]=[C:5]1[CH2:6][CH2:7][CH:8]([c:11]2[n:12][c:13]3[n:14]([c:15]([NH2:17])[cH:16]2)[n:18][cH:19][cH:20]3)[CH2:9][CH2:10]1. Starting materials: ClC=1C=C(C2CO2)C=C(C1)Cl (3,5-dichlorostyrene oxide), C(C)(C)(C)N (t-butylamine). The solvent is C(C)O (ethanol). Reaction conditions: temperature 5 celsius. Product: Cl.C(C)(C)(C)NCC(C1=CC(=CC(=C1)Cl)Cl)O (α-[(Tert-butylamino)methyl]-3,5-dichlorobenzyl Alcohol Hydrochloride). Reaction SMILES: [Cl:1][C:2]1[CH:3]=[C:4]([CH:8]=[C:9]([Cl:11])[CH:10]=1)[CH:5]1[O:7][CH2:6]1.[C:12]([NH2:16])([CH3:15])([CH3:14])[CH3:13]>C(O)C>[ClH:1].[C:12]([NH:16][CH2:6][CH:5]([OH:7])[C:4]1[CH:3]=[C:2]([Cl:1])[CH:10]=[C:9]([Cl:11])[CH:8]=1)([CH3:15])([CH3:14])[CH3:13] |f:3.4|. Procedure: A solution containing 3.5 g of 3,5-dichlorostyrene oxide in 50 ml of absolute ethanol and 20 ml of t-butylamine is heated gently at reflux for 8 hours and the mixture is evaporated to dryness. The clear yellow syrup is dissolved in 75 ml of ethanol and 25 ml of H2O, and the solution is cooled to 5° C. and acidified with 3N HCl. This solution is evaporated to dryness in vacuo and the residual white solid is recrystallized from acetone to afford 2.81 g, m.p. 218°-221° C. Reactants: solution, Cl (hydrochloric acid), C(C)(C)(C)OCC=1C=C(C=CC1)C=1C=CC=2N(C1)C=C(N2)C=2C=NC=CC2 (6-(3-tert-butoxymethylphenyl)-2-pyridin-3-ylimidazo[1,2-a]pyridine). The solvent is CC(C)O (2-propanol), ClCCl (dichloromethane). Yields the product Cl.C(C)(C)(C)OCC=1C=C(C=CC1)C=1C=CC=2N(C1)C=C(N2)C=2C=NC=CC2 (6-(3-tert-Butoxymethylphenyl)-2-(pyridin-3-yl)imidazo[1,2-a]pyridine hydrochloride). As a reaction SMILES: [C:1]([O:5][CH2:6][C:7]1[CH:8]=[C:9]([C:13]2[CH:14]=[CH:15][C:16]3[N:17]([CH:19]=[C:20]([C:22]4[CH:23]=[N:24][CH:25]=[CH:26][CH:27]=4)[N:21]=3)[CH:18]=2)[CH:10]=[CH:11][CH:12]=1)([CH3:4])([CH3:3])[CH3:2].[ClH:28]>ClCCl.CC(O)C>[ClH:28].[C:1]([O:5][CH2:6][C:7]1[CH:8]=[C:9]([C:13]2[CH:14]=[CH:15][C:16]3[N:17]([CH:19]=[C:20]([C:22]4[CH:23]=[N:24][CH:25]=[CH:26][CH:27]=4)[N:21]=3)[CH:18]=2)[CH:10]=[CH:11][CH:12]=1)([CH3:4])([CH3:2])[CH3:3] |f:4.5|. Procedure details: 121 mg of 6-(3-tert-butoxymethylphenyl)-2-pyridin-3-ylimidazo[1,2-a]pyridine are suspended in 5 ml of dichloromethane; 7.48 ml of a 0.1N solution of hydrochloric acid in 2-propanol are added thereto, dropwise and with stirring, and the mixture is stirred at ambient temperature for 7 hours. The mixture is concentrated under reduced pressure. The solid obtained is triturated with diethyl ether, recovered by filtration and oven-dried under reduced pressure at 40° C. The solid is then dissolved at a... The yield is 100.0%. As a reaction SMILES: [Cl:1][C:2]1[N:6]([CH3:7])[N:5]=[C:4]([C:8]2[CH:13]=[CH:12][CH:11]=[CH:10][N:9]=2)[C:3]=1[CH:14]=[O:15].[Cl:16][C:17]1[CH:22]=[CH:21][C:20]([Mg]Br)=[C:19]([CH3:25])[CH:18]=1.[NH4+].[Cl-]>C1COCC1>[Cl:1][C:2]1[N:6]([CH3:7])[N:5]=[C:4]([C:8]2[CH:13]=[CH:12][CH:11]=[CH:10][N:9]=2)[C:3]=1[CH:14]([C:20]1[CH:21]=[CH:22][C:17]([Cl:16])=[CH:18][C:19]=1[CH3:25])[OH:15] |f:2.3|. The solvent is C1CCOC1 (THF), C1CCOC1 (THF). Reactants: ClC1=CC(=C(C=C1)[Mg]Br)C ((4-chloro-2-methylphenyl)magnesium bromide), ClC1=C(C(=NN1C)C1=NC=CC=C1)C=O (5-chloro-1-methyl-3-(pyridin-2-yl)-1H-pyrazole-4-carbaldehyde), [NH4+].[Cl-] (NH4Cl). Procedure: 5-chloro-1-methyl-3-(pyridin-2-yl)-1H-pyrazole-4-carbaldehyde (16.38 g, 73.9 mmol) in THF (350 mL) was cooled to about −40 to −50° C. then 0.5 M (4-chloro-2-methylphenyl)magnesium bromide in THF (163 mL, 81 mmol) was added dropwise over about 15 min. The mixture was allowed to warm to rt then cooled in an ice bath. Saturated aqueous NH4Cl (400 mL) was added then the mixture was extracted with EtOAc (2×300 mL). The organic layer was washed by brine (400 mL), dried over Na2SO4, filtered and concen... Product: ClC1=C(C(=NN1C)C1=NC=CC=C1)C(O)C1=C(C=C(C=C1)Cl)C ((5-chloro-1-methyl-3-(pyridin-2-yl)-1H-pyrazol-4-yl)(4-chloro-2-methylphenyl)methanol).